From a dataset of the Open Reaction Database (ORD), a public repository of structured organic reaction records. describe an organic reaction: reactants, conditions, products, and yield Starting materials: [OH-].[Na+] (sodium hydroxide), Cl (hydrochloric acid), OC1=CC=2C(C3=CC=CC=C3OC2C=C1C)=O (2-hydroxy-3-methyl-9-oxo-9H-xanthene), C([O-])([O-])=O.[K+].[K+] (potassium carbonate), BrCC(=O)OCC (ethyl bromoacetate). Solvent: O (water), CN(C)C=O (DMF). Conditions: time 3 hour. The product is CC=1C(=CC=2C(C3=CC=CC=C3OC2C1)=O)OCC(=O)O (3-methyl-9-oxo-9H-xanthene-2-yloxyacetic acid). Isolated yield 94.1%. As a reaction SMILES: [OH:1][C:2]1[C:15]([CH3:16])=[CH:14][C:13]2[O:12][C:11]3[C:6](=[CH:7][CH:8]=[CH:9][CH:10]=3)[C:5](=[O:17])[C:4]=2[CH:3]=1.C(=O)([O-])[O-].[K+].[K+].Br[CH2:25][C:26]([O:28]CC)=[O:27].[OH-].[Na+].Cl>O.CN(C=O)C>[CH3:16][C:15]1[C:2]([O:1][CH2:25][C:26]([OH:28])=[O:27])=[CH:3][C:4]2[C:5](=[O:17])[C:6]3[C:11]([O:12][C:13]=2[CH:14]=1)=[CH:10][CH:9]=[CH:8][CH:7]=3 |f:1.2.3,5.6|. Procedure details: A mixture of 2-hydroxy-3-methyl-9-oxo-9H-xanthene (1.1 g), potassium carbonate (1.4 g), ethyl bromoacetate (1.7 g) and DMF (20 ml) was stirred at 60°-70° C. for 3 hours. After cooling the mixture, sodium hydroxide (4 g) and water (100 ml) were added and the resulting mixture was stirred at 90°-100° C. for 1 hour. After cooling, the mixture was rendered acidic with hydrochloric acid and the solid crystal was recovered by filtration, washed with water and dried. Recrystallization from DMF gave 1.3... The reactants are CN1N=C(N=C1NCCCOC1=CC(=CC=C1)CN1CCCCC1)CO (1-methyl-5-[[3-[3-(1-piperidinylmethyl)phenoxy]propyl]amino]-1H-1,2,4-triazole-3-methanol), [H-].[Na+] (sodium hydride), oil, C(C)OCCl (Chloromethyl ethyl ether). Run in O1CCCC1 (tetrahydrofuran), CN(C=O)C (dimethylformamide), O1CCCC1 (tetrahydrofuran). The product is C(C)OCOCC1=NN(C(=N1)NCCCOC1=CC(=CC=C1)CN1CCCCC1)C (3-[(Ethoxymethoxy)methyl]-1-methyl-N-[3-[3-(1-piperidinylmethyl)phenoxy]propyl]-1H-1,2,4-triazole-5-amine). As a reaction SMILES: [CH3:1][N:2]1[C:6]([NH:7][CH2:8][CH2:9][CH2:10][O:11][C:12]2[CH:17]=[CH:16][CH:15]=[C:14]([CH2:18][N:19]3[CH2:24][CH2:23][CH2:22][CH2:21][CH2:20]3)[CH:13]=2)=[N:5][C:4]([CH2:25][OH:26])=[N:3]1.[H-].[Na+].[CH2:29]([O:31][CH2:32]Cl)[CH3:30]>O1CCCC1.CN(C)C=O>[CH2:29]([O:31][CH2:32][O:26][CH2:25][C:4]1[N:5]=[C:6]([NH:7][CH2:8][CH2:9][CH2:10][O:11][C:12]2[CH:17]=[CH:16][CH:15]=[C:14]([CH2:18][N:19]3[CH2:20][CH2:21][CH2:22][CH2:23][CH2:24]3)[CH:13]=2)[N:2]([CH3:1])[N:3]=1)[CH3:30] |f:1.2|. Procedure details: A solution of 1-methyl-5-[[3-[3-(1-piperidinylmethyl)phenoxy]propyl]amino]-1H-1,2,4-triazole-3-methanol (3.6 g) in dry tetrahydrofuran (30 ml) and dry dimethylformamide (3 ml), was added to a suspension of an 80% dispersion of sodium hydride in mineral oil (0.31 g), in dry tetrahydrofuran (10 ml).The suspension was heated under reflux for 0.5 h. and cooled to room temperature. Chloromethyl ethyl ether (1.0 ml) was added dropwise, and thesuspension was heated at reflux for 1 h. The solvent was re... Reactants: C(CC(=O)C)(=O)OCC (ethyl acetoacetate), Cl (HCl), C([C@H](O)[C@@H](O)C(=O)O)(=O)O (L-(+)-tartaric acid), [BH4-].[Na+] (sodium borohydride). Run in O1CCCC1 (THF), O1CCCC1 (tetrahydrofuran). Conditions: time 30 minute. Product: O[C@@H](CC(=O)OCC)C (ethyl (R)-(-)3-hydroxybutanoate). The yield is 59.7%. As a reaction SMILES: C(O)(=O)[C@@H]([C@H](C(O)=O)O)O.[C:11]([O:17][CH2:18][CH3:19])(=[O:16])[CH2:12][C:13]([CH3:15])=[O:14].[BH4-].[Na+].Cl>O1CCCC1>[OH:14][C@H:13]([CH3:15])[CH2:12][C:11]([O:17][CH2:18][CH3:19])=[O:16] |f:2.3|. Reported procedure: A solution of 2.33 g (15.5 mmol) of L-(+)-tartaric acid in 50 ml of tetrahydrofuran (THF) was cooled in a cryostat at -20° C., and a solution of 0.5 g (3.8 mmol) of ethyl acetoacetate in THF (2 ml) was added. To the resulting solution, there was further added 0.59 g (15.5 mmol) of sodium borohydride, all at one and with stirring, and the mixture was stirred for 13 hours. The reaction mixture was cooled in an ice bath, 25 ml of 1N HCl was added, and stirring was continued for 30 minutes. After di... Starting materials: NC1=CC(=NC=C1Br)C(=O)OC(C)(C)C (tert-butyl 4-amino-5-bromopicolinate), ClC(=O)OCC (ethyl chloroformate). The solvent is C(Cl)Cl (CH2Cl2), N1=CC=CC=C1 (pyridine), ClCCl (dichloromethane). Conditions: time 2 hour. Product: BrC=1C(=CC(=NC1)C(=O)OC(C)(C)C)C(=O)OCC (tert-Butyl 5-bromo-4-(ethoxycarbonyl)picolinate). Yield: 86.3%. Reaction SMILES: N[C:2]1[C:7]([Br:8])=[CH:6][N:5]=[C:4]([C:9]([O:11][C:12]([CH3:15])([CH3:14])[CH3:13])=[O:10])[CH:3]=1.Cl[C:17]([O:19][CH2:20][CH3:21])=[O:18]>C(Cl)Cl.N1C=CC=CC=1>[Br:8][C:7]1[C:2]([C:17]([O:19][CH2:20][CH3:21])=[O:18])=[CH:3][C:4]([C:9]([O:11][C:12]([CH3:15])([CH3:14])[CH3:13])=[O:10])=[N:5][CH:6]=1. Reported procedure: To a solution of tert-butyl 4-amino-5-bromopicolinate (546 mg, 2 mmol) in CH2Cl2 (5 mL) and pyridine (1 mL) at 0° C., was added ethyl chloroformate (271 mg, 2.5 mmol). The mixture was stirred at rt for 2 h, diluted with dichloromethane, washed with 5% citric acid, and sat. K2HPO4 aq. solution. The organic layer was dried over MgSO4 and the product was purified by flash column chromatography (SiO2, eluting with 20% EtOAc/CH2Cl2) to give a white solid (570 mg, 83%). LC-MS: m/z 345 (M+). Starting materials: O (water), N[C@@H](CC1=CNC2=CC=CC=C12)C(=O)N[C@@H](CO)C(=O)N[C@@H](CC1=CC=C(C=C1)O)C(=O)O.CC(=O)O (H-Trp-Ser-Tyr-OH acetate), C(=O)(O)[O-].[Na+] (NaHCO3), C1CC(=O)N(C1=O)OC(=O)OCC2C3=CC=CC=C3C4=CC=CC=C24 (Fmoc-OnSu). Run in O1CCOCC1 (dioxane). Conditions: time 4 hour. Yields the product N([C@@H](CC1=CNC2=CC=CC=C12)C(=O)N[C@@H](CO)C(=O)N[C@@H](CC1=CC=C(C=C1)O)C(=O)O)C(=O)OCC1C2=CC=CC=C2C2=CC=CC=C12 (Fmoc-Trp-Ser-Tyr-OH). Reaction SMILES: O.[NH2:2][C@H:3]([C:14]([NH:16][C@H:17]([C:20]([NH:22][C@H:23]([C:32]([OH:34])=[O:33])[CH2:24][C:25]1[CH:30]=[CH:29][C:28]([OH:31])=[CH:27][CH:26]=1)=[O:21])[CH2:18][OH:19])=[O:15])[CH2:4][C:5]1[C:13]2[C:8](=[CH:9][CH:10]=[CH:11][CH:12]=2)[NH:7][CH:6]=1.CC(O)=O.C([O-])(O)=O.[Na+].C1C(=O)N([O:51][C:52]([O:54][CH2:55][CH:56]2[C:68]3[C:63](=[CH:64][CH:65]=[CH:66][CH:67]=3)[C:62]3[C:57]2=[CH:58][CH:59]=[CH:60][CH:61]=3)=O)C(=O)C1>O1CCOCC1>[NH:2]([C:52]([O:54][CH2:55][CH:56]1[C:57]2[C:62](=[CH:61][CH:60]=[CH:59][CH:58]=2)[C:63]2[C:68]1=[CH:67][CH:66]=[CH:65][CH:64]=2)=[O:51])[C@H:3]([C:14]([NH:16][C@H:17]([C:20]([NH:22][C@H:23]([C:32]([OH:34])=[O:33])[CH2:24][C:25]1[CH:30]=[CH:29][C:28]([OH:31])=[CH:27][CH:26]=1)=[O:21])[CH2:18][OH:19])=[O:15])[CH2:4][C:5]1[C:13]2[C:8](=[CH:9][CH:10]=[CH:11][CH:12]=2)[NH:7][CH:6]=1 |f:1.2,3.4|. Reported procedure: To a mixture of 50 ml of water and 50 ml of dioxane, 19.96 g (38.8 mmol) of H-Trp-Ser-Tyr-OH acetate, 6.52 g (77.6 mmol) of NaHCO3 and 14.2 g (42 mmol) of Fmoc-OnSu are added successively. After allowing to stand for 4 hours at room temperature, insoluble material is filtered off and discarded next day. The filtrate is concentrated. The residue is triturated with petroleum ether, filtered off with suction and dried. Reactants: N1C=CC2=CC=C(C=C12)CN (1H-indole-6-methanamine), COC(C1=C(C=C(C=C1)C(=O)ON1C(CCC1=O)=O)Cl)=O (2-chloro-4-[[(2,5-dioxo-1-pyrrolidinyl)oxy]carbonyl]benzoic acid methyl ester). Run in CN(C=O)C (N,N-dimethylformamide). Reaction conditions: time 8 hour. Yields the product COC(C1=C(C=C(C=C1)C(=O)NCC1=CC=C2C=CNC2=C1)Cl)=O (2-chloro-4-[[[(1H-indol-6-yl)methyl]amino]carbonyl]benzoic acid methyl ester). The yield is 94.1%. RXN SMILES: [NH:1]1[C:9]2[C:4](=[CH:5][CH:6]=[C:7]([CH2:10][NH2:11])[CH:8]=2)[CH:3]=[CH:2]1.[CH3:12][O:13][C:14](=[O:32])[C:15]1[CH:20]=[CH:19][C:18]([C:21](ON2C(=O)CCC2=O)=[O:22])=[CH:17][C:16]=1[Cl:31]>CN(C)C=O>[CH3:12][O:13][C:14](=[O:32])[C:15]1[CH:20]=[CH:19][C:18]([C:21]([NH:11][CH2:10][C:7]2[CH:8]=[C:9]3[C:4]([CH:3]=[CH:2][NH:1]3)=[CH:5][CH:6]=2)=[O:22])=[CH:17][C:16]=1[Cl:31]. Procedure details: 1H-Indole-6-methanamine (Example 71; 0.9 g, 6.2 mmol) was added to a cooled (˜0° C.) solution of 2-chloro-4-[[(2,5-dioxo-1-pyrrolidinyl)oxy]carbonyl]benzoic acid methyl ester (Example 73; 2.20 g, 7.1 mmol) in N,N-dimethylformamide and the solution was allowed to stir at room temperature overnight. The solvent was evaporated under high vacuum and ethyl acetate was added. The solution was washed in turn with 0.5N lo hydrochloric acid solution, saturated sodium bicarbonate solution and brine, then ... Reactants: CN(C=C1CCCC(C1=O)C1=CC=C(C=C1)F)C (6-[1-dimethylamino-methylidene]-2-(4-fluoro-phenyl)-cyclohexanone), [N+](=O)(O)[O-].[N+](=O)(O)[O-].COC=1C=C(C=CC1N1C=NC(=C1)C)NC(=N)N (N-[3-methoxy-4-(4-methyl-imidazol-1-yl)-phenyl]-guanidine dinitrate). The product is FC1=CC=C(C=C1)C1CCCC=2C=NC(=NC12)NC1=CC(=C(C=C1)N1C=NC(=C1)C)OC ([8-(4-Fluoro-phenyl)-5,6,7,8-tetrahydro-quinazolin-2-yl]-[3-methoxy-4-(4-methyl-imidazol-1-yl)-phenyl]-amine), solid. Isolated yield 31.0%. As a reaction SMILES: CN(C)[CH:3]=[C:4]1[C:9](=O)[CH:8]([C:11]2[CH:16]=[CH:15][C:14]([F:17])=[CH:13][CH:12]=2)[CH2:7][CH2:6][CH2:5]1.[N+]([O-])(O)=O.[N+]([O-])(O)=O.[CH3:27][O:28][C:29]1[CH:30]=[C:31]([NH:41][C:42]([NH2:44])=[NH:43])[CH:32]=[CH:33][C:34]=1[N:35]1[CH:39]=[C:38]([CH3:40])[N:37]=[CH:36]1>>[F:17][C:14]1[CH:15]=[CH:16][C:11]([CH:8]2[C:9]3[N:44]=[C:42]([NH:41][C:31]4[CH:32]=[CH:33][C:34]([N:35]5[CH:39]=[C:38]([CH3:40])[N:37]=[CH:36]5)=[C:29]([O:28][CH3:27])[CH:30]=4)[N:43]=[CH:3][C:4]=3[CH2:5][CH2:6][CH2:7]2)=[CH:12][CH:13]=1 |f:1.2.3|. Procedure details: The title compound was prepared from 6-[1-dimethylamino-methylidene]-2-(4-fluoro-phenyl)-cyclohexanone (143 mg, 0.53 mmol) and N-[3-methoxy-4-(4-methyl-imidazol-1-yl)-phenyl]-guanidine dinitrate (195 mg, 0.53 mmol) using in analogous manner the procedure described in example 45b). Obtained as an off-white solid (71 mg, 31%). MS ISP (m/e): 430.5 [(M+H)+]. mp 191-193° C.